From a dataset of the Open Reaction Database (ORD), a public repository of structured organic reaction records. describe an organic reaction: reactants, conditions, products, and yield Reactants: CC(C)(C)[S@](=O)N ((S)-(−)-2-methyl-2-propanesulfinamide), C(C)=O (acetaldehyde). Reaction conditions: time 18 hour. Reagents/catalysts: [O-]S(=O)(=O)[O-].[Cu+2] (CuSO4). Reaction SMILES: [CH3:1][C:2]([S@@:5]([NH2:7])=[O:6])([CH3:4])[CH3:3].[CH:8](=O)[CH3:9]>ClCCl.[O-]S([O-])(=O)=O.[Cu+2]>[CH:8](=[N:7][S:5]([C:2]([CH3:4])([CH3:3])[CH3:1])=[O:6])[CH3:9] |f:3.4|. Reported procedure: To a stirred solution of (S)-(−)-2-methyl-2-propanesulfinamide (1.0 g, 8.25 mmol) and acetaldehyde (2.0 mL, 35.61 mmol) in dichloromethane (20 mL) at ambient temperature under nitrogen atmosphere was added CuSO4 (2.9 g, 18.15 mmol). The mixture was stirred at ambient temperature for 18 h. The reaction was filtered through celite and the filtrate solvent was removed under reduced pressure. N-ethylidene-2-methyl-2-propanesulfinamide was obtained as a clear colorless oil (1.18 g; 1H NMR, 400 MHz, C... Product: C(C)=NS(=O)C(C)(C)C (N-ethylidene-2-methyl-2-propanesulfinamide). Run in ClCCl (dichloromethane). The solvent is O (water), CN(C)C=O (DMF). Reaction SMILES: [OH:1][C:2]1[CH:3]=[C:4]([CH:12]=[CH:13][CH:14]=1)[C:5]([O:7][CH2:8][CH2:9][CH2:10][Cl:11])=[O:6].[Si:15](Cl)([C:18]([CH3:21])([CH3:20])[CH3:19])([CH3:17])[CH3:16].N1C=CN=C1>CN(C=O)C.O>[Si:15]([O:1][C:2]1[CH:3]=[C:4]([CH:12]=[CH:13][CH:14]=1)[C:5]([O:7][CH2:8][CH2:9][CH2:10][Cl:11])=[O:6])([C:18]([CH3:21])([CH3:20])[CH3:19])([CH3:17])[CH3:16]. The product is [Si](C)(C)(C(C)(C)C)OC=1C=C(C(=O)OCCCCl)C=CC1 (3-Chloropropyl 3-(tert-butyldimethylsilyloxy)benzoate). Procedure details: To a solution of 3-chloropropyl 3-hydroxybenzoate (12.0 g, 0.055 mol) and tert-butyldimethylsilyl chloride (TBDMS-Cl, 10.00 g, 0.067 mol) in anhydrous DMF (10 mL) was added imidazole (7.61 g, 0.11 mol). The reaction mixture was stirred for 1 hour after which it was diluted with water (50 mL) and extracted with hexane (4×20 mL). The hexane layer was washed with water (2×10 mL) and dried over anhydrous sodium sulfate, filtered and concentrated under reduced pressure to give the desired compound (1... Reactants: OC=1C=C(C(=O)OCCCCl)C=CC1 (3-chloropropyl 3-hydroxybenzoate), [Si](C)(C)(C(C)(C)C)Cl (tert-butyldimethylsilyl chloride), N1C=NC=C1 (imidazole). Run at time 1 hour. Yield: 92.0%. The reactants are C(C)OC(=O)C=1C(=C2C(=C(N1)Br)N(C(=C2Br)Br)C2=CC=CC=C2)O (2,3,7-tribromo-4-hydroxy-1-phenyl-1H-pyrrolo[2,3-c]pyridine-5-carboxylic acid ethyl ester), C(#N)[Cu] (CuCN). Product: C(C)OC(=O)C=1C(=C2C(=C(N1)C#N)N(C(=C2Br)Br)C2=CC=CC=C2)O (2,3-Dibromo-7-cyano-4-hydroxy-1-phenyl-1H-pyrrolo[2,3-c]pyridine-5-carboxylic acid ethyl ester). RXN SMILES: [CH2:1]([O:3][C:4]([C:6]1[C:7]([OH:24])=[C:8]2[C:15]([Br:16])=[C:14]([Br:17])[N:13]([C:18]3[CH:23]=[CH:22][CH:21]=[CH:20][CH:19]=3)[C:9]2=[C:10](Br)[N:11]=1)=[O:5])[CH3:2].[C:25]([Cu])#[N:26]>>[CH2:1]([O:3][C:4]([C:6]1[C:7]([OH:24])=[C:8]2[C:15]([Br:16])=[C:14]([Br:17])[N:13]([C:18]3[CH:23]=[CH:22][CH:21]=[CH:20][CH:19]=3)[C:9]2=[C:10]([C:25]#[N:26])[N:11]=1)=[O:5])[CH3:2]. Reported procedure: Prepared in analogy to that of Example 105(a) from 2,3,7-tribromo-4-hydroxy-1-phenyl-1H-pyrrolo[2,3-c]pyridine-5-carboxylic acid ethyl ester and CuCN. The title compound, ESI MS (m/z): 464 (M+H)+. The reactants are [Cl-].O[NH3+] (hydroxylammonium chloride), C([O-])([O-])=O.[K+].[K+] (potassium carbonate), C1(=CC=CC=C1)C(C=O)=CCC (2-phenyl-2-pentenal). The solvent is C(C)O (ethanol). Reaction conditions: time 2 hour. The product is C1(=CC=CC=C1)C(C=NO)=CCC (2-phenyl-2-pentenal oxime). The yield is 75.3%. As a reaction SMILES: [Cl-].[OH:2][NH3+:3].C(=O)([O-])[O-].[K+].[K+].[C:10]1([C:16](=[CH:19][CH2:20][CH3:21])[CH:17]=O)[CH:15]=[CH:14][CH:13]=[CH:12][CH:11]=1>C(O)C>[C:10]1([C:16](=[CH:19][CH2:20][CH3:21])[CH:17]=[N:3][OH:2])[CH:15]=[CH:14][CH:13]=[CH:12][CH:11]=1 |f:0.1,2.3.4|. Reported procedure: A mixture of hydroxylammonium chloride (10.84 g, 0.156 mol) and potassium carbonate (21.56 g, 156 mmol) in absolute ethanol (100 ml) was stirred for 2 h. The precipitated sodium chloride was filtered off and 2-phenyl-2-pentenal (5.00 g, 31 mmol) was added to the filtrate. The mixture was stirred at ambient temperature for 16 h. The solvent was evaporated in vacuo, the residue was crystallised from aqueous ethanol to give 4.09 g 2-phenyl-2-pentenal oxime. The product is COc1cccc(Nc2cccc(C3(c4ccc(OC(C)C)c(C)c4)COC(N)=N3)c2)c1. As a reaction SMILES: [Br:1][c:2]1[cH:3][c:4]([C:8]2([c:14]3[cH:15][c:16]([CH3:24])[c:17]([O:20][CH:21]([CH3:22])[CH3:23])[cH:18][cH:19]3)[N:9]=[C:10]([NH2:13])[O:11][CH2:12]2)[cH:5][cH:6][cH:7]1.[C:31]([P:32]([C:33]([CH3:34])([CH3:35])[CH3:36])[c:37]1[cH:38][cH:39][cH:40][cH:41][c:42]1-[c:43]1[c:44]([CH2:45][CH2:46][CH3:47])[cH:48][c:49]([CH2:50][CH2:51][CH3:52])[cH:53][c:54]1[CH2:55][CH2:56][CH3:57])([CH3:58])([CH3:59])[CH3:60].[CH2:126]([O:127][C:128](=[O:129])[CH3:130])[CH3:131].[CH3:133][c:134]1[cH:135][cH:136][cH:137][cH:138][cH:139]1.[CH3:25][C:26]([CH3:27])([O-:28])[CH3:29].[CH3:61][O:62][c:63]1[cH:64][c:65]([NH2:66])[cH:67][cH:68][cH:69]1.[Na+:30].[O:108]=[C:109]([CH:110]=[CH:111][c:112]1[cH:113][cH:114][cH:115][cH:116][cH:117]1)[CH:118]=[CH:119][c:120]1[cH:121][cH:122][cH:123][cH:124][cH:125]1.[O:72]=[C:73]([CH:74]=[CH:75][c:76]1[cH:77][cH:78][cH:79][cH:80][cH:81]1)[CH:82]=[CH:83][c:84]1[cH:85][cH:86][cH:87][cH:88][cH:89]1.[O:90]=[C:91]([CH:92]=[CH:93][c:94]1[cH:95][cH:96][cH:97][cH:98][cH:99]1)[CH:100]=[CH:101][c:102]1[cH:103][cH:104][cH:105][cH:106][cH:107]1.[OH2:132].[Pd:70].[Pd:71]>>[c:2]1([NH:66][c:65]2[cH:64][c:63]([O:62][CH3:61])[cH:69][cH:68][cH:67]2)[cH:3][c:4]([C:8]2([c:14]3[cH:15][c:16]([CH3:24])[c:17]([O:20][CH:21]([CH3:22])[CH3:23])[cH:18][cH:19]3)[N:9]=[C:10]([NH2:13])[O:11][CH2:12]2)[cH:5][cH:6][cH:7]1. Reactants: Cc1cc(C2(c3cccc(Br)c3)COC(N)=N2)ccc1OC(C)C, CCCc1cc(CCC)c(-c2ccccc2P(C(C)(C)C)C(C)(C)C)c(CCC)c1, CCOC(C)=O, Cc1ccccc1, CC(C)(C)[O-], COc1cccc(N)c1, [Na+], O=C(C=Cc1ccccc1)C=Cc1ccccc1, O=C(C=Cc1ccccc1)C=Cc1ccccc1, O=C(C=Cc1ccccc1)C=Cc1ccccc1, O, [Pd], [Pd]. Reactants: CSC=1S\C(\C(N1)=O)=C/C=1C=C2C=CC=NC2=CC1 (2-methylsulfanyl-5-[1-quinolin-6-yl-meth-(Z)-ylidene]-thiazol-4-one), C1=CC=C(C=C1)[C@H](C(=O)O)N (D-phenylglycine), CCN(C(C)C)C(C)C (DIEA). Yields the product O=C/1N=C(S\C1=C/C=1C=C2C=CC=NC2=CC1)N[C@@H](C(=O)O)C1=CC=CC=C1 ((R)-{4-oxo-5-[1-quinolin-6-yl-meth-(Z)-ylidene]-4,5-dihydro-thiazol-2-ylamino}-phenyl-acetic acid). As a reaction SMILES: CS[C:3]1[S:4]/[C:5](=[CH:9]\[C:10]2[CH:11]=[C:12]3[C:17](=[CH:18][CH:19]=2)[N:16]=[CH:15][CH:14]=[CH:13]3)/[C:6](=[O:8])[N:7]=1.[CH:20]1[CH:25]=[CH:24][C:23]([C@@H:26]([NH2:30])[C:27]([OH:29])=[O:28])=[CH:22][CH:21]=1.CCN(C(C)C)C(C)C>>[O:8]=[C:6]1[N:7]=[C:3]([NH:30][C@H:26]([C:23]2[CH:24]=[CH:25][CH:20]=[CH:21][CH:22]=2)[C:27]([OH:29])=[O:28])[S:4]/[C:5]/1=[CH:9]\[C:10]1[CH:11]=[C:12]2[C:17](=[CH:18][CH:19]=1)[N:16]=[CH:15][CH:14]=[CH:13]2. Reported procedure: Similar procedure as described in example 1b was used, starting from 2-methylsulfanyl-5-[1-quinolin-6-yl-meth-(Z)-ylidene]-thiazol-4-one, D-phenylglycine and DIEA to give (R)-{4-oxo-5-[1-quinolin-6-yl-meth-(Z)-ylidene]-4,5-dihydro-thiazol-2-ylamino}-phenyl-acetic acid. LC-MS m/e 390 (MH+). Starting materials: BrC=1C=NC(=NC1)NC1=CC=C(CC[C@@H]2N(C(OC2)(C)C)C(=O)OC(C)(C)C)C=C1 ((S)-tert-butyl 4-(4-(5-bromopyrimidin-2-ylamino)phenethyl)-2,2-dimethyloxazolidine-3-carboxylate), [Br-].C(C)(C)(C)[Zn+] (tert-butylzinc(II) bromide). The reagents and catalysts are CC(C)([P](C(C)(C)C)([Pd][P](C(C)(C)C)(C(C)(C)C)C(C)(C)C)C(C)(C)C)C (bis(tri-t-butylphosphine)palladium(0)). Run in C1CCOC1 (THF). Reaction conditions: temperature 22 celsius, time 1 hour. The product is C(C)(C)(C)C=1C=NC(=NC1)NC1=CC=C(CC[C@@H]2N(C(OC2)(C)C)C(=O)OC(C)(C)C)C=C1 ((S)-tert-butyl 4-(4-(5-tert-butylpyrimidin-2-ylamino)phenethyl)-2,2-dimethyloxazolidine-3-carboxylate). The yield is 9.0%. Reaction SMILES: Br[C:2]1[CH:3]=[N:4][C:5]([NH:8][C:9]2[CH:30]=[CH:29][C:12]([CH2:13][CH2:14][C@H:15]3[CH2:19][O:18][C:17]([CH3:21])([CH3:20])[N:16]3[C:22]([O:24][C:25]([CH3:28])([CH3:27])[CH3:26])=[O:23])=[CH:11][CH:10]=2)=[N:6][CH:7]=1.[Br-].[C:32]([Zn+])([CH3:35])([CH3:34])[CH3:33]>C1COCC1.CC(C)([P](C(C)(C)C)([Pd][P](C(C)(C)C)(C(C)(C)C)C(C)(C)C)C(C)(C)C)C>[C:32]([C:2]1[CH:3]=[N:4][C:5]([NH:8][C:9]2[CH:30]=[CH:29][C:12]([CH2:13][CH2:14][C@H:15]3[CH2:19][O:18][C:17]([CH3:21])([CH3:20])[N:16]3[C:22]([O:24][C:25]([CH3:28])([CH3:27])[CH3:26])=[O:23])=[CH:11][CH:10]=2)=[N:6][CH:7]=1)([CH3:35])([CH3:34])[CH3:33] |f:1.2,^1:44,50|. Procedure details: To (S)-tert-butyl 4-(4-(5-bromopyrimidin-2-ylamino)phenethyl)-2,2-dimethyloxazolidine-3-carboxylate (100 mg) and bis(tri-t-butylphosphine)palladium(0) (21.4 mg) in THF (10 ml) under argon was added tert-butylzinc(II) bromide (1.26 ml, 0.5 M solution in THF). The reaction mixture was stirred at 22° C. for 1 hour. The reaction was quenched by addition of EtOAc then washed sequentially with saturated aqueous ammonium chloride solution and 1 N aqueous sodium bicarbonate solution. The phases were sep...